Dataset: the Open Reaction Database (ORD), a public repository of structured organic reaction records. Task: describe an organic reaction: reactants, conditions, products, and yield The reactants are O (water), C(C)(=O)OCC(COC(C)=O)NC(C1=C(C(=C(C(=C1I)NC(COC(C)=O)=O)I)C(NCCCNC(C1=C(C(=C(C(=C1I)NC(COC(C)=O)=O)I)C(NC(COC(C)=O)COC(C)=O)=O)I)=O)=O)I)=O (Acetic acid 3-acetoxy-2-[3-{3-[3-(2-acetoxy-1-acetoxymethyl-ethylcarbamoyl)-5-(2-acetoxy-acetylamino)-2,4,6-triiodo-benzoylamino]-propylcarbamoyl}-5-(2-acetoxy-acetylamino)-2,4,6-triiodo-benzoylamino]-propyl ester), N (ammonia). Run in CO (methanol). Reaction conditions: time 18 hour. Yields the product OCC(=O)NC=1C(=C(C(=C(C(=O)NC(CO)CO)C1I)I)C(=O)NCCCNC(C1=C(C(=C(C(=C1I)NC(CO)=O)I)C(NC(CO)CO)=O)I)=O)I (5-(2-Hydroxy-acetylamino)-N-(2-hydroxy-1-hydroxymethyl-ethyl)-N′-{3-[3-(2-hydroxy-1-hydroxymethyl-ethylcarbamoyl)-5-(2-Hydroxy-acetylamino)-2,4,6-triiodo-benzoylamino]-propyl}-2,4,6-triiodo-isophthalamide). As a reaction SMILES: C([O:4][CH2:5][CH:6]([NH:12][C:13](=[O:71])[C:14]1[C:19]([I:20])=[C:18]([NH:21][C:22](=[O:28])[CH2:23][O:24]C(=O)C)[C:17]([I:29])=[C:16]([C:30](=[O:69])[NH:31][CH2:32][CH2:33][CH2:34][NH:35][C:36](=[O:68])[C:37]2[C:42]([I:43])=[C:41]([NH:44][C:45](=[O:51])[CH2:46][O:47]C(=O)C)[C:40]([I:52])=[C:39]([C:53](=[O:66])[NH:54][CH:55]([CH2:61][O:62]C(=O)C)[CH2:56][O:57]C(=O)C)[C:38]=2[I:67])[C:15]=1[I:70])[CH2:7][O:8]C(=O)C)(=O)C.O.N>CO>[OH:24][CH2:23][C:22]([NH:21][C:18]1[C:17]([I:29])=[C:16]([C:30]([NH:31][CH2:32][CH2:33][CH2:34][NH:35][C:36](=[O:68])[C:37]2[C:42]([I:43])=[C:41]([NH:44][C:45](=[O:51])[CH2:46][OH:47])[C:40]([I:52])=[C:39]([C:53](=[O:66])[NH:54][CH:55]([CH2:56][OH:57])[CH2:61][OH:62])[C:38]=2[I:67])=[O:69])[C:15]([I:70])=[C:14]([C:19]=1[I:20])[C:13]([NH:12][CH:6]([CH2:7][OH:8])[CH2:5][OH:4])=[O:71])=[O:28]. Reported procedure: The crude Acetic acid 3-acetoxy-2-[3-{3-[3-(2-acetoxy-1-acetoxymethyl-ethylcarbamoyl)-5-(2-acetoxy-acetylamino)-2,4,6-triiodo-benzoylamino]-propylcarbamoyl}-5-(2-acetoxy-acetylamino)-2,4,6-triiodo-benzoylamino]-propyl ester (1.5 g) was dissolved in methanol (10 ml) and water (10 ml) was added. Concentrated aqueous ammonia (3 ml) was added and the solution stirred at ambient temperature for 18 h. The reaction was evaporated to dryness, the residue dissolved in water and purified by preparative hp... The reactants are COc1cc2c(Oc3cccc(NC(=O)Nc4cc(C(C)(C)C)on4)c3)ncnc2cc1OCCCl, C1COCCN1, CCCC[N+](CCCC)(CCCC)CCCC, CCN(C(C)C)C(C)C, [I-], CN(C)C=O. Yields the product COc1cc2c(Oc3cccc(NC(=O)Nc4cc(C(C)(C)C)on4)c3)ncnc2cc1OCCN1CCOCC1. As a reaction SMILES: [C:1]([CH3:2])([CH3:3])([CH3:4])[c:5]1[cH:6][c:7]([NH:10][C:11](=[O:12])[NH:13][c:14]2[cH:15][c:16]([O:20][c:21]3[n:22][cH:23][n:24][c:25]4[cH:26][c:27]([O:33][CH2:34][CH2:35][Cl:36])[c:28]([O:31][CH3:32])[cH:29][c:30]34)[cH:17][cH:18][cH:19]2)[n:8][o:9]1.[CH2:37]1[CH2:38][O:39][CH2:40][CH2:41][NH:42]1.[CH2:58]([N+:59]([CH2:60][CH2:61][CH2:62][CH3:63])([CH2:64][CH2:65][CH2:66][CH3:67])[CH2:68][CH2:69][CH2:70][CH3:71])[CH2:72][CH2:73][CH3:74].[CH:43]([N:44]([CH:45]([CH3:46])[CH3:47])[CH2:48][CH3:49])([CH3:50])[CH3:51].[I-:57].[O:52]=[CH:53][N:54]([CH3:55])[CH3:56]>>[C:1]([CH3:2])([CH3:3])([CH3:4])[c:5]1[cH:6][c:7]([NH:10][C:11](=[O:12])[NH:13][c:14]2[cH:15][c:16]([O:20][c:21]3[n:22][cH:23][n:24][c:25]4[cH:26][c:27]([O:33][CH2:34][CH2:35][N:42]5[CH2:37][CH2:38][O:39][CH2:40][CH2:41]5)[c:28]([O:31][CH3:32])[cH:29][c:30]34)[cH:17][cH:18][cH:19]2)[n:8][o:9]1. Starting materials: COc1ccc(Br)c(CNC(=O)OC(C)(C)C)c1, O=C([O-])[O-], COCCOC, COC(=O)c1cc(B2OC(C)(C)C(C)(C)O2)ccc1OC, [K+], [K+]. The product is COC(=O)c1cc(-c2ccc(OC)cc2CNC(=O)OC(C)(C)C)ccc1OC. RXN SMILES: [Br:1][c:2]1[c:3]([CH2:4][NH:5][C:6]([O:7][C:8]([CH3:9])([CH3:10])[CH3:11])=[O:12])[cH:13][c:14]([O:17][CH3:18])[cH:15][cH:16]1.[C:40](=[O:41])([O-:42])[O-:43].[CH2:46]([CH2:47][O:48][CH3:49])[O:50][CH3:51].[CH3:19][O:20][c:21]1[c:22]([C:23](=[O:24])[O:25][CH3:26])[cH:27][c:28]([B:31]2[O:32][C:33]([CH3:34])([CH3:35])[C:36]([CH3:37])([CH3:38])[O:39]2)[cH:29][cH:30]1.[K+:44].[K+:45]>>[c:2]1(-[c:28]2[cH:27][c:22]([C:23](=[O:24])[O:25][CH3:26])[c:21]([O:20][CH3:19])[cH:30][cH:29]2)[c:3]([CH2:4][NH:5][C:6]([O:7][C:8]([CH3:9])([CH3:10])[CH3:11])=[O:12])[cH:13][c:14]([O:17][CH3:18])[cH:15][cH:16]1. The reactants are compound, C1=CC(=CC=C1[N+](=O)[O-])O (p-nitrophenol), C1(CCCCC1)N=C=NC1CCCCC1 (N,N'-Dicyclohexylcarbodiimide). The solvent is C(C)(=O)OCC (ethyl acetate). Conditions: temperature 5 celsius, time 16 hour. The product is C(=O)(NC1CCCCC1)NC1CCCCC1 (dicyclohexylurea). As a reaction SMILES: C1C([N+]([O-])=[O:8])=CC=C(O)C=1.[CH:11]1([N:17]=[C:18]=[N:19][CH:20]2[CH2:25][CH2:24][CH2:23][CH2:22][CH2:21]2)[CH2:16][CH2:15][CH2:14][CH2:13][CH2:12]1>C(OCC)(=O)C>[C:18]([NH:17][CH:11]1[CH2:12][CH2:13][CH2:14][CH2:15][CH2:16]1)([NH:19][CH:20]1[CH2:25][CH2:24][CH2:23][CH2:22][CH2:21]1)=[O:8]. Procedure details: The above compound (8.2 g) and p-nitrophenol (3.3 g) are dissolved in 200 ml of ethyl acetate and cooled to 5° C. N,N'-Dicyclohexylcarbodiimide (5.0 g) is added portionwise and the reaction mixture is stirred at 5° C. for about 16 hours. The dicyclohexylurea is filtered off and the ethyl acetate filtrate is concentrated in vacuo for 1 hour. Diisopropyl ether (4 ml) and ethyl acetate (4 ml) are added to the pot residue. A second crop of dicyclohexylurea is obtained. The filtrate is concentrated i... Reactants: CC(C)(C)OC(=O)N1CCC(OS(C)(=O)=O)CC1, CCOC(C)=O, COC(=O)c1nn(-c2ccc(Cl)c(Cl)c2)c(=O)cc1O, [K+], [K+], O=C([O-])[O-], CN(C)C=O, O. Yields the product COC(=O)c1nn(-c2ccc(Cl)c(Cl)c2)c(=O)cc1OC1CCN(C(=O)OC(C)(C)C)CC1. RXN SMILES: [CH3:27][S:28]([O:29][CH:32]1[CH2:33][CH2:34][N:35]([C:38](=[O:39])[O:40][C:41]([CH3:42])([CH3:43])[CH3:44])[CH2:36][CH2:37]1)(=[O:30])=[O:31].[CH3:45][CH2:46][O:47][C:48]([CH3:49])=[O:50].[Cl:1][c:2]1[cH:3][c:4](-[n:9]2[n:10][c:11]([C:17](=[O:18])[O:19][CH3:20])[c:12]([OH:16])[cH:13][c:14]2=[O:15])[cH:5][cH:6][c:7]1[Cl:8].[K+:21].[K+:22].[O-:23][C:24]([O-:25])=[O:26].[O:51]=[CH:52][N:53]([CH3:54])[CH3:55].[OH2:56]>>[Cl:1][c:2]1[cH:3][c:4](-[n:9]2[n:10][c:11]([C:17](=[O:18])[O:19][CH3:20])[c:12]([O:16][CH:32]3[CH2:33][CH2:34][N:35]([C:38](=[O:39])[O:40][C:41]([CH3:42])([CH3:43])[CH3:44])[CH2:36][CH2:37]3)[cH:13][c:14]2=[O:15])[cH:5][cH:6][c:7]1[Cl:8]. The reactants are O=C([O-])[O-], Cc1cc(N)nn1C, COCCOC, CCn1c(C(=O)N(C2CC2)C2CC2)cc2c3c(ncn3C)c(I)nc21, ClCCl, [Cs+], [Cs+], O=C(C=Cc1ccccc1)C=Cc1ccccc1, O=C(C=Cc1ccccc1)C=Cc1ccccc1, O=C(C=Cc1ccccc1)C=Cc1ccccc1, [Pd], [Pd]. Yields the product CCn1c(C(=O)N(C2CC2)C2CC2)cc2c3c(ncn3C)c(Nc3cc(C)n(C)n3)nc21. RXN SMILES: [C:9](=[O:10])([O-:11])[O-:12].[CH3:1][n:2]1[n:3][c:4]([NH2:8])[cH:5][c:6]1[CH3:7].[CH3:40][O:41][CH2:42][CH2:43][O:44][CH3:45].[CH:15]1([N:18]([C:19](=[O:20])[c:21]2[cH:22][c:23]3[c:24]([n:25][c:26]([I:33])[c:27]4[c:28]3[n:29]([CH3:32])[cH:30][n:31]4)[n:34]2[CH2:35][CH3:36])[CH:37]2[CH2:38][CH2:39]2)[CH2:16][CH2:17]1.[Cl:46][CH2:47][Cl:48].[Cs+:13].[Cs+:14].[O:51]=[C:52]([CH:53]=[CH:54][c:55]1[cH:56][cH:57][cH:58][cH:59][cH:60]1)[CH:61]=[CH:62][c:63]1[cH:64][cH:65][cH:66][cH:67][cH:68]1.[O:69]=[C:70]([CH:71]=[CH:72][c:73]1[cH:74][cH:75][cH:76][cH:77][cH:78]1)[CH:79]=[CH:80][c:81]1[cH:82][cH:83][cH:84][cH:85][cH:86]1.[O:87]=[C:88]([CH:89]=[CH:90][c:91]1[cH:92][cH:93][cH:94][cH:95][cH:96]1)[CH:97]=[CH:98][c:99]1[cH:100][cH:101][cH:102][cH:103][cH:104]1.[Pd:49].[Pd:50]>>[CH3:1][n:2]1[n:3][c:4]([NH:8][c:26]2[n:25][c:24]3[c:23]([cH:22][c:21]([C:19]([N:18]([CH:15]4[CH2:16][CH2:17]4)[CH:37]4[CH2:38][CH2:39]4)=[O:20])[n:34]3[CH2:35][CH3:36])[c:28]3[c:27]2[n:31][cH:30][n:29]3[CH3:32])[cH:5][c:6]1[CH3:7]. Reactants: COc1cc2c(cc1N)CCN(CCN1CCOCC1)CC2, CS(=O)(=O)NC1CCCCC1Nc1nc(Cl)ncc1Cl. The product is COc1cc2c(cc1Nc1ncc(Cl)c(NC3CCCCC3NS(C)(=O)=O)n1)CCN(CCN1CCOCC1)CC2. RXN SMILES: [CH3:21][O:22][c:23]1[c:24]([NH2:42])[cH:25][c:26]2[c:27]([cH:41]1)[CH2:28][CH2:29][N:30]([CH2:33][CH2:34][N:35]1[CH2:36][CH2:37][O:38][CH2:39][CH2:40]1)[CH2:31][CH2:32]2.[Cl:1][c:2]1[n:3][cH:4][c:5]([Cl:20])[c:6]([NH:8][CH:9]2[CH:10]([NH:15][S:16](=[O:17])(=[O:18])[CH3:19])[CH2:11][CH2:12][CH2:13][CH2:14]2)[n:7]1>>[c:2]1([NH:42][c:24]2[c:23]([O:22][CH3:21])[cH:41][c:27]3[c:26]([cH:25]2)[CH2:32][CH2:31][N:30]([CH2:33][CH2:34][N:35]2[CH2:36][CH2:37][O:38][CH2:39][CH2:40]2)[CH2:29][CH2:28]3)[n:3][cH:4][c:5]([Cl:20])[c:6]([NH:8][CH:9]2[CH:10]([NH:15][S:16](=[O:17])(=[O:18])[CH3:19])[CH2:11][CH2:12][CH2:13][CH2:14]2)[n:7]1. Reactants: CC=1NC(=C(C(C1C(=O)OC)C1=CC(=CC=C1)[N+](=O)[O-])C(=O)OCCCOC1=CC=C(C=C1)CCOC1OCCCC1)C (2,6-dimethyl-3-carbomethoxy-4-(3-nitrophenyl)-5-(3-[4-(2-tetrahydropyran-2-yloxyethyl)phenoxy]propoxycarbonyl)-1,4-dihydropyridine), C1(=CC=C(C=C1)S(=O)(=O)O)C (4-toluenesulfonic acid), C(Cl)Cl (CH2Cl2), O (H2O). Solvent: CO (methanol). Reaction conditions: time 24 hour. The product is CC=1NC(=C(C(C1C(=O)OC)C1=CC(=CC=C1)[N+](=O)[O-])C(=O)OCCCOC1=CC=C(C=C1)CCO)C (2,6-dimethyl-3-carbomethoxy-4-(3-nitrophenyl)-5-(3-[4-(2-hydroxyethyl)phenoxy]propoxycarbonyl)-1,4-dihydropyridine). The yield is 70.2%. RXN SMILES: [CH3:1][C:2]1[NH:3][C:4]([CH3:43])=[C:5]([C:21]([O:23][CH2:24][CH2:25][CH2:26][O:27][C:28]2[CH:33]=[CH:32][C:31]([CH2:34][CH2:35][O:36]C3CCCCO3)=[CH:30][CH:29]=2)=[O:22])[CH:6]([C:12]2[CH:17]=[CH:16][CH:15]=[C:14]([N+:18]([O-:20])=[O:19])[CH:13]=2)[C:7]=1[C:8]([O:10][CH3:11])=[O:9].C1(C)C=CC(S(O)(=O)=O)=CC=1.C(Cl)Cl.O>CO>[CH3:1][C:2]1[NH:3][C:4]([CH3:43])=[C:5]([C:21]([O:23][CH2:24][CH2:25][CH2:26][O:27][C:28]2[CH:29]=[CH:30][C:31]([CH2:34][CH2:35][OH:36])=[CH:32][CH:33]=2)=[O:22])[CH:6]([C:12]2[CH:17]=[CH:16][CH:15]=[C:14]([N+:18]([O-:20])=[O:19])[CH:13]=2)[C:7]=1[C:8]([O:10][CH3:11])=[O:9]. Procedure: To a solution of 2,6-dimethyl-3-carbomethoxy-4-(3-nitrophenyl)-5-(3-[4-(2-tetrahydropyran-2-yloxyethyl)phenoxy]propoxycarbonyl)-1,4-dihydropyridine (4.0 g, 6.7 mmoles) in methanol (50 mL) was added a catalytic amount of 4-toluenesulfonic acid. After 24 hours, 200 mL of CH2Cl2 and 100 mL of H2O were added. The organic extracts were dried over anhydrous Na2SO4 and the solvent evaporated. The residue (3.5 g) was purified by flash chromatography (80:20 CH2Cl2 :acetone). Evaporation of the pure fract... Reactants: C[S-], CN1CCN(C)C1=O, COC(=O)c1ccc([N+](=O)[O-])c(OC2CCCC2)c1, [Cl-], [Na+], [Na+], O. Yields the product COC(=O)c1ccc(SC)c(OC2CCCC2)c1. Reaction SMILES: [CH3:1][S-:2].[CH3:25][N:26]1[CH2:27][CH2:28][N:29]([CH3:30])[C:31]1=[O:32].[CH:4]1([O:9][c:10]2[cH:11][c:12]([C:13](=[O:14])[O:15][CH3:16])[cH:17][cH:18][c:19]2[N+:20]([O-:21])=[O:22])[CH2:5][CH2:6][CH2:7][CH2:8]1.[Cl-:24].[Na+:23].[Na+:3].[OH2:33]>>[CH3:1][S:2][c:19]1[c:10]([O:9][CH:4]2[CH2:5][CH2:6][CH2:7][CH2:8]2)[cH:11][c:12]([C:13](=[O:14])[O:15][CH3:16])[cH:17][cH:18]1. Reactants: O=C(NC1C2CC3CC(C2)CC1C3)c1cnn(-c2ccccc2)c1Cl, NCCCO. Product: O=C(NC1C2CC3CC(C2)CC1C3)c1cnn(-c2ccccc2)c1NCCCO. As a reaction SMILES: [CH:1]12[CH:2]([NH:11][C:12](=[O:13])[c:14]3[cH:15][n:16][n:17](-[c:20]4[cH:21][cH:22][cH:23][cH:24][cH:25]4)[c:18]3[Cl:19])[CH:3]3[CH2:4][CH:5]([CH2:6][CH:7]([CH2:8]1)[CH2:9]3)[CH2:10]2.[NH2:26][CH2:27][CH2:28][CH2:29][OH:30]>>[CH:1]12[CH:2]([NH:11][C:12](=[O:13])[c:14]3[cH:15][n:16][n:17](-[c:20]4[cH:21][cH:22][cH:23][cH:24][cH:25]4)[c:18]3[NH:26][CH2:27][CH2:28][CH2:29][OH:30])[CH:3]3[CH2:4][CH:5]([CH2:6][CH:7]([CH2:8]1)[CH2:9]3)[CH2:10]2.